From a dataset of the Open Reaction Database (ORD), a public repository of structured organic reaction records. describe an organic reaction: reactants, conditions, products, and yield Reactants: N1C(=O)NC(=O)C1 (Hydantoin), C1(CC1)NC1=C(C(=NC=2N1N=CC2C=O)SC)C#N (7-(cyclopropylamino)-3-formyl-5-(methylthio)pyrazolo[1,5-a]pyrimidine-6-carbonitrile), N1CCCCC1 (piperidine). The solvent is O (water), C(C)O (ethanol). Run at temperature 80 celsius, time 10 hour. Product: C1(CC1)NC1=C(C(=NC=2N1N=CC2C=C2NC(NC2=O)=O)SC)C#N (7-(cyclopropylamino)-3-((2,5-dioxoimidazolidin-4-ylidene)methyl)-5-(methylthio)pyrazolo[1,5-a]pyrimidine-6-carbonitrile). Yield: 83.7%. As a reaction SMILES: [NH:1]1[CH2:7][C:5](=[O:6])[NH:4][C:2]1=[O:3].[CH:8]1([NH:11][C:12]2[N:17]3[N:18]=[CH:19][C:20]([CH:21]=O)=[C:16]3[N:15]=[C:14]([S:23][CH3:24])[C:13]=2[C:25]#[N:26])[CH2:10][CH2:9]1.N1CCCCC1>C(O)C.O>[CH:8]1([NH:11][C:12]2[N:17]3[N:18]=[CH:19][C:20]([CH:21]=[C:7]4[C:5](=[O:6])[NH:4][C:2](=[O:3])[NH:1]4)=[C:16]3[N:15]=[C:14]([S:23][CH3:24])[C:13]=2[C:25]#[N:26])[CH2:9][CH2:10]1. Reported procedure: Hydantoin (366 mg, 3.7 mmol) and 7-(cyclopropylamino)-3-formyl-5-(methylthio)pyrazolo[1,5-a]pyrimidine-6-carbonitrile (1 g, 3.7 mmol) were dissolved in ethanol (18.5 mL) along with piperidine (3.7 mL, 3.7 mmol). The reaction was heated at 80° C. After 10 hours, the reaction was cooled to r.t., diluted with water, and the precipitate was collected and washed with water, 1:1 ethanol:water, then ethanol. The yellow solid was dried in vacuo to give the intermediate, 7-(cyclopropylamino)-3-((2,5-diox... The reactants are CCCCCCBr, COC(=O)CC(C)=O, CO. Yields the product CCCCCCC(C(C)=O)C(=O)OC. RXN SMILES: [Br:9][CH2:10][CH2:11][CH2:12][CH2:13][CH2:14][CH3:15].[C:1]([CH2:2][C:3](=[O:4])[CH3:5])(=[O:6])[O:7][CH3:8].[CH3:16][OH:17]>>[C:1]([CH:2]([C:3](=[O:4])[CH3:5])[CH2:10][CH2:11][CH2:12][CH2:13][CH2:14][CH3:15])(=[O:6])[O:7][CH3:8]. Starting materials: COc1ccc(-c2ccccc2)c2nc(N)nn12, COc1cccc(C(=O)O)c1, [Cl-]. The product is COc1cccc(C(=O)Nc2nc3c(-c4ccccc4)ccc(OC)n3n2)c1. Reaction SMILES: [CH3:1][O:2][c:3]1[cH:4][cH:5][c:6](-[c:13]2[cH:14][cH:15][cH:16][cH:17][cH:18]2)[c:7]2[n:8]1[n:9][c:10]([NH2:12])[n:11]2.[CH3:20][O:21][c:22]1[cH:23][c:24]([C:28](=[O:29])[OH:30])[cH:25][cH:26][cH:27]1.[Cl-:19]>>[CH3:1][O:2][c:3]1[cH:4][cH:5][c:6](-[c:13]2[cH:14][cH:15][cH:16][cH:17][cH:18]2)[c:7]2[n:8]1[n:9][c:10]([NH:12][C:28]([c:24]1[cH:23][c:22]([O:21][CH3:20])[cH:27][cH:26][cH:25]1)=[O:29])[n:11]2. The reactants are CC(C)c1ccc(-c2csc(NS(=O)(=O)CC(=O)OC(C)(C)C)n2)cc1, Cl, C1COCCO1. Product: CC(C)c1ccc(-c2csc(NS(=O)(=O)CC(=O)O)n2)cc1. RXN SMILES: [C:1]([CH3:2])([CH3:3])([CH3:4])[O:5][C:6]([CH2:7][S:8]([NH:9][c:10]1[s:11][cH:12][c:13](-[c:15]2[cH:16][cH:17][c:18]([CH:21]([CH3:22])[CH3:23])[cH:19][cH:20]2)[n:14]1)(=[O:24])=[O:25])=[O:26].[ClH:27].[O:28]1[CH2:29][CH2:30][O:31][CH2:32][CH2:33]1>>[O:5]=[C:6]([CH2:7][S:8]([NH:9][c:10]1[s:11][cH:12][c:13](-[c:15]2[cH:16][cH:17][c:18]([CH:21]([CH3:22])[CH3:23])[cH:19][cH:20]2)[n:14]1)(=[O:24])=[O:25])[OH:26]. Reaction conditions: temperature 0 celsius, time 2 hour. The reactants are CC(C=C)=O (Butenone), FC=1C=C(C=CC1)C(C=O)C1=CC(=CC=C1)F (bis-(3-fluorophenyl)acetaldehyde), [OH-].[K+] (potassium hydroxide). As a reaction SMILES: [CH3:1][C:2](=[O:5])[CH:3]=[CH2:4].[F:6][C:7]1[CH:8]=[C:9]([CH:13]([C:16]2[CH:21]=[CH:20][CH:19]=[C:18]([F:22])[CH:17]=2)[CH:14]=O)[CH:10]=[CH:11][CH:12]=1.[OH-].[K+]>C(OCC)C.C(O)C.C(OCC)(=O)C.O>[F:6][C:7]1[CH:8]=[C:9]([C:13]2([C:16]3[CH:21]=[CH:20][CH:19]=[C:18]([F:22])[CH:17]=3)[CH2:14][CH2:1][C:2](=[O:5])[CH:3]=[CH:4]2)[CH:10]=[CH:11][CH:12]=1 |f:2.3|. The solvent is C(C)OCC (ethyl ether), C(C)O (ethanol), C(C)(=O)OCC (ethyl acetate), O (water). Procedure details: Butenone (50.4 cc) is added to a solution of bis-(3-fluorophenyl)acetaldehyde (144.5 g) in ethyl ether (500 cc) and then, after cooling to 0° C., a solution of potassium hydroxide (13.9 g) in ethanol (89 cc) is added dropwise. The reaction mixture is stirred for 2 h at 0° C. and then for 16 hours at 25° C. and diluted with ethyl acetate (300 cc) and water (500 cc). The aqueous phase is washed with ethyl acetate (300 cc). The combined organic phases are washed with saturated sodium chloride solut... Product: FC=1C=C(C=CC1)C1(C=CC(CC1)=O)C1=CC(=CC=C1)F (4,4-bis-(3-Fluorophenyl)-cyclohexenone).